This data is from the Open Reaction Database (ORD), a public repository of structured organic reaction records. The task is: describe an organic reaction: reactants, conditions, products, and yield Reactants: resultant mixture, C(C)(C)(C)OC(NC1CCC(CC1)NC1=NC=C2C(=N1)N(N=C2C2=CC(=CC=C2)Br)COCC[Si](C)(C)C)=O ({4-[3-(3-bromo-phenyl)-1-(2-trimethylsilanyl-ethoxymethyl)-1H-pyrazolo[3,4-d]pyrimidin-6-ylamino]-cyclohexyl}-carbamic acid tert-butyl ester), S1C(=CC=C1)NC (thiophen-2-yl-methylamine), CN(C)C1=CC=CC=C1C2=CC=CC=C2P(C3CCCCC3)C4CCCCC4 (DavePhos), C(C)(C)(C)O[Na] (t-BuONa). Reagents/catalysts: C=1C=CC(=CC1)/C=C/C(=O)/C=C/C2=CC=CC=C2.C=1C=CC(=CC1)/C=C/C(=O)/C=C/C2=CC=CC=C2.C=1C=CC(=CC1)/C=C/C(=O)/C=C/C2=CC=CC=C2.[Pd].[Pd] (Pd2(dba)3). Run in O1CCOCC1 (1,4-dioxane). Yields the product C(C)(C)(C)OC(NC1CCC(CC1)NC1=NC=C2C(=N1)N(N=C2C2=CC(=CC=C2)NCC=2SC=CC2)COCC[Si](C)(C)C)=O ({4-[3-{3-[(thiophen-2-ylmethyl)-amino]-phenyl}-1-(2-trimethylsilanyl-ethoxymethyl)-1H-pyrazolo[3,4-d]pyrimidin-6-ylamino]-cyclohexyl}-carbamic acid tert-butyl ester). Reaction SMILES: [C:1]([O:5][C:6](=[O:39])[NH:7][CH:8]1[CH2:13][CH2:12][CH:11]([NH:14][C:15]2[N:20]=[C:19]3[N:21]([CH2:31][O:32][CH2:33][CH2:34][Si:35]([CH3:38])([CH3:37])[CH3:36])[N:22]=[C:23]([C:24]4[CH:29]=[CH:28][CH:27]=[C:26](Br)[CH:25]=4)[C:18]3=[CH:17][N:16]=2)[CH2:10][CH2:9]1)([CH3:4])([CH3:3])[CH3:2].[S:40]1[CH:44]=[CH:43][CH:42]=[C:41]1NC.[CH3:47][N:48](C1C(C2C(P(C3CCCCC3)C3CCCCC3)=CC=CC=2)=CC=CC=1)C.C(O[Na])(C)(C)C>O1CCOCC1.C1C=CC(/C=C/C(/C=C/C2C=CC=CC=2)=O)=CC=1.C1C=CC(/C=C/C(/C=C/C2C=CC=CC=2)=O)=CC=1.C1C=CC(/C=C/C(/C=C/C2C=CC=CC=2)=O)=CC=1.[Pd].[Pd]>[C:1]([O:5][C:6](=[O:39])[NH:7][CH:8]1[CH2:13][CH2:12][CH:11]([NH:14][C:15]2[N:20]=[C:19]3[N:21]([CH2:31][O:32][CH2:33][CH2:34][Si:35]([CH3:38])([CH3:37])[CH3:36])[N:22]=[C:23]([C:24]4[CH:29]=[CH:28][CH:27]=[C:26]([NH:48][CH2:47][C:41]5[S:40][CH:44]=[CH:43][CH:42]=5)[CH:25]=4)[C:18]3=[CH:17][N:16]=2)[CH2:10][CH2:9]1)([CH3:4])([CH3:3])[CH3:2] |f:5.6.7.8.9|. Procedure details: To a stirred solution of {4-[3-(3-bromo-phenyl)-1-(2-trimethylsilanyl-ethoxymethyl)-1H-pyrazolo[3,4-d]pyrimidin-6-ylamino]-cyclohexyl}-carbamic acid tert-butyl ester (from Example 39 supra) (300 mg, 0.48 mmol), thiophen-2-yl-methylamine (120 mg, 1.06 mmol), DavePhos (20 mg, 0.048 mmol) and t-BuONa (56 mg, 0.58 mmol) in 1,4-dioxane (10 mL), Pd2(dba)3 (28 mg, 0.48 mmol) was added in one portion under N2 atmosphere. The resultant mixture was stirred at 100° C. for 4 hours. The mixture was cooled an...